This data is from the Open Reaction Database (ORD), a public repository of structured organic reaction records. The task is: describe an organic reaction: reactants, conditions, products, and yield The reactants are COC1=CC=C(C=C1)B(O)O (4-methoxybenzeneboronic acid), BrC1=CC2=NC=CC(=C2S1)NC=1C=C2C=CNC2=CC1 ((2-bromo-thieno[3,2-b]pyridin-7-yl)-(1H-indol-5-yl)-amine). Product: N1C=CC2=CC(=CC=C12)NC1=C2C(=NC=C1)C=C(S2)C2=CC=C(C=C2)OC ((1H-Indol-5-yl)-[2-(4-methoxy-phenyl)-thieno[3,2-b]pyridin-7-yl]-amine). Reaction SMILES: [CH3:1][O:2][C:3]1[CH:8]=[CH:7][C:6](B(O)O)=[CH:5][CH:4]=1.Br[C:13]1[S:21][C:20]2[C:15](=[N:16][CH:17]=[CH:18][C:19]=2[NH:22][C:23]2[CH:24]=[C:25]3[C:29](=[CH:30][CH:31]=2)[NH:28][CH:27]=[CH:26]3)[CH:14]=1>>[NH:28]1[C:29]2[C:25](=[CH:24][C:23]([NH:22][C:19]3[CH:18]=[CH:17][N:16]=[C:15]4[CH:14]=[C:13]([C:6]5[CH:7]=[CH:8][C:3]([O:2][CH3:1])=[CH:4][CH:5]=5)[S:21][C:20]=34)=[CH:31][CH:30]=2)[CH:26]=[CH:27]1. Procedure: The title compound was prepared from 4-methoxybenzeneboronic acid and (2-bromo-thieno[3,2-b]pyridin-7-yl)-(1H-indol-5-yl)-amine by a procedure analogous to example 17. 1H NMR (400 MHz, DMSO) d 11.3 (s, 1H), 10.6 (s, 1H), 8.21 (d, 1H), 7.65 (m, 5H), 7.00 (m, 5H), 6.43 (d, 1H), 3.80 (s, 3H); LC-MS: 372 (MH+); HPLC RT: 5.45 minutes. The reactants are O=C([O-])[O-], N#Cc1ccc2cc(O)ccc2n1, CC(C)=O, ClCOCc1ccccc1, [K+], [K+]. Yields the product N#Cc1ccc2cc(COCc3ccccc3)ccc2n1. As a reaction SMILES: [C:14](=[O:15])([O-:16])[O-:17].[C:1](#[N:2])[c:3]1[n:4][c:5]2[cH:6][cH:7][c:8]([OH:13])[cH:9][c:10]2[cH:11][cH:12]1.[CH3:30][C:31](=[O:32])[CH3:33].[Cl:20][CH2:21][O:22][CH2:23][c:24]1[cH:25][cH:26][cH:27][cH:28][cH:29]1.[K+:18].[K+:19]>>[C:1](#[N:2])[c:3]1[n:4][c:5]2[cH:6][cH:7][c:8]([CH2:21][O:22][CH2:23][c:24]3[cH:25][cH:26][cH:27][cH:28][cH:29]3)[cH:9][c:10]2[cH:11][cH:12]1. Starting materials: CCOCC, ClCCl, N, O, O=C(O)C(F)(F)F, CC(C)(C)OC(=O)N1CC(n2nccc2-c2cc(C(F)(F)F)ccc2O)C1. Product: Oc1ccc(C(F)(F)F)cc1-c1ccnn1C1CNC1. Reaction SMILES: [CH3:36][CH2:37][O:38][CH2:39][CH3:40].[Cl:41][CH2:42][Cl:43].[NH3:35].[OH2:44].[OH:1][C:2]([C:3]([F:4])([F:5])[F:6])=[O:7].[OH:8][c:9]1[c:10](-[c:19]2[cH:20][cH:21][n:22][n:23]2[CH:24]2[CH2:25][N:26]([C:28]([O:29][C:30]([CH3:31])([CH3:32])[CH3:33])=[O:34])[CH2:27]2)[cH:11][c:12]([C:15]([F:16])([F:17])[F:18])[cH:13][cH:14]1>>[OH:8][c:9]1[c:10](-[c:19]2[cH:20][cH:21][n:22][n:23]2[CH:24]2[CH2:25][NH:26][CH2:27]2)[cH:11][c:12]([C:15]([F:16])([F:17])[F:18])[cH:13][cH:14]1. Reactants: ClC1=C(C=O)C(=CC=C1)[N+](=O)[O-] (2-chloro-6-nitro-benzaldehyde), C[Si](C#CCCN)(C)C (4-trimethylsilanyl-but-3-ynylamine). The product is ClC=1C2=CN(N=C2C=CC1)CCC#C[Si](C)(C)C (4-chloro-2-(4-trimethylsilanyl-but-3-ynyl)-2H-indazole). The yield is 42.5%. Reaction SMILES: [Cl:1][C:2]1[CH:9]=[CH:8][CH:7]=[C:6]([N+:10]([O-])=O)[C:3]=1[CH:4]=O.[CH3:13][Si:14]([CH3:21])([CH3:20])[C:15]#[C:16][CH2:17][CH2:18][NH2:19]>>[Cl:1][C:2]1[C:3]2[C:6]([CH:7]=[CH:8][CH:9]=1)=[N:10][N:19]([CH2:18][CH2:17][C:16]#[C:15][Si:14]([CH3:21])([CH3:20])[CH3:13])[CH:4]=2. Procedure details: The title compound was prepared in accordance with the general method of Example 149(A), from 2-chloro-6-nitro-benzaldehyde (210 mg, 1.13 mmol) and 4-trimethylsilanyl-but-3-ynylamine (210 mg, 1.50 mmol). The crude product was purified by flash chromatography (cyclohexane/AcOEt 92.5:7.5) to yield 4-chloro-2-(4-trimethylsilanyl-but-3-ynyl)-2H-indazole (134 mg, 0.48 mmol, 43%) as a yellow oil. The reactants are FC1=C(C=CC(=C1)F)C1=C(C=C(C=C1)F)C(C)N (1-(2′,4,4′-trifluoro-1,1′-biphenyl-2-yl)ethylamine), COC1=C(C=CC(=C1)OC)S(=O)(=O)Cl (2,4-dimethoxybenzenesulfonyl chloride), C(C)(C)N(C(C)C)CC (N,N-diisopropylethylamine). Solvent: ClCCl (dichloromethane). Product: COC1=C(C=CC(=C1)OC)S(=O)(=O)NC(C)C1=C(C=CC(=C1)F)C1=C(C=C(C=C1)F)F (2,4-Dimethoxy-N-[1-(2′,4,4′-trifluoro-1,1′-biphenyl-2-yl)ethyl]benzen sulfonamide). Isolated yield 72.9%. As a reaction SMILES: [F:1][C:2]1[CH:7]=[C:6]([F:8])[CH:5]=[CH:4][C:3]=1[C:9]1[CH:14]=[CH:13][C:12]([F:15])=[CH:11][C:10]=1[CH:16]([NH2:18])[CH3:17].[CH3:19][O:20][C:21]1[CH:26]=[C:25]([O:27][CH3:28])[CH:24]=[CH:23][C:22]=1[S:29](Cl)(=[O:31])=[O:30].C(N(CC)C(C)C)(C)C>ClCCl>[CH3:19][O:20][C:21]1[CH:26]=[C:25]([O:27][CH3:28])[CH:24]=[CH:23][C:22]=1[S:29]([NH:18][CH:16]([C:10]1[CH:11]=[C:12]([F:15])[CH:13]=[CH:14][C:9]=1[C:3]1[CH:4]=[CH:5][C:6]([F:8])=[CH:7][C:2]=1[F:1])[CH3:17])(=[O:30])=[O:31]. Procedure: A stirred solution of 1-(2′,4,4′-trifluoro-1,1′-biphenyl-2-yl)ethylamine (0.71 g, 2.84 mmol) in dichloromethane (5 mL) was treated with 2,4-dimethoxybenzenesulfonyl chloride (0.71 g, 3.0 mmol), and N,N-diisopropylethylamine (0.77 g, 6.0 mmol). The reaction was stirred at room temperature for twelve hours, and the solvent was evaporated in vacuo to a crude oil. The crude oil was purified by preparative liquid chromatography on a Biotage® 40 Mi column of pre-packed silica gel (90 g), eluting with ...